Dataset: the Open Reaction Database (ORD), a public repository of structured organic reaction records. Task: describe an organic reaction: reactants, conditions, products, and yield Reactants: CS(=O)(=O)Cl (Methanesulfonyl chloride), OCC=1C=C(C=CC1)C(/C=C/C1=CC=C(C=C1)/C=C/C(=O)NOC1OCCCC1)=O ((E)-3-{4-[(E)-3-(3-hydroxymethyl-phenyl)-3-oxo-propenyl]-phenyl}-N-(tetrahydro-pyran-2-yloxy)-acrylamide), TEA, C(=O)(O)[O-].[Na+] (NaHCO3). RXN SMILES: [CH3:1][S:2](Cl)(=[O:4])=[O:3].[OH:6][CH2:7][C:8]1[CH:9]=[C:10]([C:14](=[O:35])/[CH:15]=[CH:16]/[C:17]2[CH:22]=[CH:21][C:20](/[CH:23]=[CH:24]/[C:25]([NH:27][O:28][CH:29]3[CH2:34][CH2:33][CH2:32][CH2:31][O:30]3)=[O:26])=[CH:19][CH:18]=2)[CH:11]=[CH:12][CH:13]=1.C([O-])(O)=O.[Na+]>C(Cl)Cl.CN(C=O)C>[O:30]1[CH2:31][CH2:32][CH2:33][CH2:34][CH:29]1[O:28][NH:27][C:25](/[CH:24]=[CH:23]/[C:20]1[CH:21]=[CH:22][C:17](/[CH:16]=[CH:15]/[C:14]([C:10]2[CH:9]=[C:8]([CH:13]=[CH:12][CH:11]=2)[CH2:7][O:6][S:2]([CH3:1])(=[O:4])=[O:3])=[O:35])=[CH:18][CH:19]=1)=[O:26] |f:2.3|. The solvent is C(Cl)Cl (DCM), CN(C)C=O (DMF). The yield is 46.1%. Run at time 30 minute. Product: O1C(CCCC1)ONC(=O)/C=C/C1=CC=C(C=C1)/C=C/C(=O)C=1C=C(COS(=O)(=O)C)C=CC1 (Methanesulfonic acid 3-((E)-3-{4-[(E)-2-(tetrahydro-pyran-2-yloxycarbamoyl)-vinyl]-phenyl}-acryloyl)-benzyl ester). Procedure: Methanesulfonyl chloride (0.41 ml, 5.3 mmol) was added to a stirred solution of (E)-3-{4-[(E)-3-(3-hydroxymethyl-phenyl)-3-oxo-propenyl]-phenyl}-N-(tetrahydro-pyran-2-yloxy)-acrylamide (1.08 g, 2.68 mmol) and TEA (1.47 ml, 10.6 mmol) in DCM (18 ml) and DMF (12 ml). The mixture was stirred at room temperature for 30 min and then brought to basic conditions with 5% NaHCO3. The resulting slurry was extracted with Et2O and the organic phase was washed with water, dried over Na2SO4 and evaporated in ... Yields the product OC=1C=C(C=CC1)C=1C=C(SC1)C(CC)=O (1-[4-(3-Hydroxyphenyl)-2-thiophenyl]-1-propanone). Solvent: CO (methanol). Reported procedure: In a manner similar to that of Example 1(h), by reaction of 4.6 g (25 mmol) 3-methoxymethoxyphenylboronic acid (described in Example 1(g)) and 5 g (22.8 mmol) of 1-(4-bromo-2-thiophenyl)-1-propanone with 22.8 mL of 2.0M potassium carbonate and 1.32 g of tetrakis(triphenylphosphine)palladium, followed by deprotection in methanol, the desired product is obtained in the form of a white solid (m.p.=112° C.; m=3.87 g: Y=73%). Starting materials: COCOC=1C=C(C=CC1)B(O)O (3-methoxymethoxyphenylboronic acid), BrC=1C=C(SC1)C(CC)=O (1-(4-bromo-2-thiophenyl)-1-propanone), C([O-])([O-])=O.[K+].[K+] (potassium carbonate). Reagents/catalysts: C=1C=CC(=CC1)[P](C=2C=CC=CC2)(C=3C=CC=CC3)[Pd]([P](C=4C=CC=CC4)(C=5C=CC=CC5)C=6C=CC=CC6)([P](C=7C=CC=CC7)(C=8C=CC=CC8)C=9C=CC=CC9)[P](C=1C=CC=CC1)(C=1C=CC=CC1)C=1C=CC=CC1 (tetrakis(triphenylphosphine)palladium). Reaction SMILES: COC[O:4][C:5]1[CH:6]=[C:7](B(O)O)[CH:8]=[CH:9][CH:10]=1.Br[C:15]1[CH:16]=[C:17]([C:20](=[O:23])[CH2:21][CH3:22])[S:18][CH:19]=1.C(=O)([O-])[O-].[K+].[K+]>CO.C1C=CC([P]([Pd]([P](C2C=CC=CC=2)(C2C=CC=CC=2)C2C=CC=CC=2)([P](C2C=CC=CC=2)(C2C=CC=CC=2)C2C=CC=CC=2)[P](C2C=CC=CC=2)(C2C=CC=CC=2)C2C=CC=CC=2)(C2C=CC=CC=2)C2C=CC=CC=2)=CC=1>[OH:4][C:5]1[CH:6]=[C:7]([C:15]2[CH:16]=[C:17]([C:20](=[O:23])[CH2:21][CH3:22])[S:18][CH:19]=2)[CH:8]=[CH:9][CH:10]=1 |f:2.3.4,^1:35,37,56,75|. The reactants are CC=1C=NC=2C(CCCC2C1)C(=O)N (3-Methyl-5,6,7,8-tetrahydroquinoline-8-carboxamide). The solvent is N1=CC=CC=C1 (pyridine). Reaction conditions: time 3 hour. The product is C(#N)C1CCCC=2C=C(C=NC12)C (8-Cyano-3-Methyl-5,6,7,8-tetrahydroquinoline). Isolated yield 52.2%. As a reaction SMILES: [CH3:1][C:2]1[CH:3]=[N:4][C:5]2[CH:6]([C:12]([NH2:14])=O)[CH2:7][CH2:8][CH2:9][C:10]=2[CH:11]=1>N1C=CC=CC=1>[C:12]([CH:6]1[C:5]2[N:4]=[CH:3][C:2]([CH3:1])=[CH:11][C:10]=2[CH2:9][CH2:8][CH2:7]1)#[N:14]. Procedure details: 3-Methyl-5,6,7,8-tetrahydroquinoline-8-carboxamide (3.6 g.) in pyridine (54 ml.) was treated with P2Sl5 (7.56 g.) and the mixture heated at reflux with stirring for 3 hours. The solvent was removed under reduced pressure and the residue cooled in ice-water then made basic with 10% NaOH. The basic solution was extracted with chloroform (3 times) and the combined extracts extracted with 2NHCl (twice). The combined acid extracts were basified with solid sodium carbonate and extracted into chlorofor... Reactants: Clc1nc(N2CCOCC2)c2sc(CBr)nc2n1, [K+], [K+], O=C([O-])[O-], O=C1NC(=O)c2ccccc21, CN(C)C=O. Yields the product O=C1c2ccccc2C(=O)N1Cc1nc2nc(Cl)nc(N3CCOCC3)c2s1. Reaction SMILES: [Br:1][CH2:2][c:3]1[s:4][c:5]2[c:6]([n:7][c:8]([Cl:17])[n:9][c:10]2[N:11]2[CH2:12][CH2:13][O:14][CH2:15][CH2:16]2)[n:18]1.[K+:19].[K+:20].[O-:21][C:22]([O-:23])=[O:24].[O:25]=[C:26]1[NH:27][C:28](=[O:29])[c:30]2[cH:31][cH:32][cH:33][cH:34][c:35]21.[O:36]=[CH:37][N:38]([CH3:39])[CH3:40]>>[CH2:2]([c:3]1[s:4][c:5]2[c:6]([n:7][c:8]([Cl:17])[n:9][c:10]2[N:11]2[CH2:12][CH2:13][O:14][CH2:15][CH2:16]2)[n:18]1)[N:27]1[C:26](=[O:25])[c:35]2[c:30]([cH:31][cH:32][cH:33][cH:34]2)[C:28]1=[O:29]. Reactants: C(O)([O-])=O (hydrogen carbonate), C(O)([O-])=O.[Na+] (sodium hydrogen carbonate), FC(C(=O)O)(F)F (trifluoroacetic acid), C(C)(C)(C)OC(N(C)[C@H](CC1=CC2=CC=CC=C2C=C1)C(N(C)CCC1=C(C=CC=C1)NS(=O)(=O)C)=O)=O (N-((1R)-1-(N-(2-(2-(methylsulfonylamino)phenyl)ethyl)-N-methylcarbamoyl)-2-(2-naphthyl)ethyl)-N-methylcarbamic acid tert-butyl-ester). Solvent: ClCCl (Dichloromethane), ClCCl (dichloromethane). Run at temperature 0 celsius, time 1.75 hour. Yields the product CS(=O)(=O)NC1=C(C=CC=C1)CCN(C([C@@H](CC1=CC2=CC=CC=C2C=C1)NC)=O)C ((2R)-N-(2-(2-(methylsulfonylamino)phenyl)ethyl)-N-methyl-2-(methylamino)-3-(2-naphthyl)propionamide). The yield is 78.4%. RXN SMILES: FC(F)(F)C(O)=O.C(O[C:13](=O)[N:14]([C@@H:16]([C:28](=[O:44])[N:29]([CH2:31][CH2:32][C:33]1[CH:38]=[CH:37][CH:36]=[CH:35][C:34]=1[NH:39][S:40]([CH3:43])(=[O:42])=[O:41])[CH3:30])[CH2:17][C:18]1[CH:27]=[CH:26][C:25]2[C:20](=[CH:21][CH:22]=[CH:23][CH:24]=2)[CH:19]=1)C)(C)(C)C.C(=O)([O-])O.[Na+].C(=O)([O-])O>ClCCl>[CH3:43][S:40]([NH:39][C:34]1[CH:35]=[CH:36][CH:37]=[CH:38][C:33]=1[CH2:32][CH2:31][N:29]([CH3:30])[C:28](=[O:44])[C@H:16]([NH:14][CH3:13])[CH2:17][C:18]1[CH:27]=[CH:26][C:25]2[C:20](=[CH:21][CH:22]=[CH:23][CH:24]=2)[CH:19]=1)(=[O:42])=[O:41] |f:2.3|. Reported procedure: At 0° C., trifluoroacetic acid (1.5 ml) was added to a solution of N-((1R)-1-(N-(2-(2-(methylsulfonylamino)phenyl)ethyl)-N-methylcarbamoyl)-2-(2-naphthyl)ethyl)-N-methylcarbamic acid tert-butyl-ester (245 mg, 0.45 mmol) in dichloromethane (1.5 ml). The reaction mixture was stirred for 1.75 h at 0° C. Dichloromethane (5 ml) and a saturated aqueous solution of sodium hydrogen carbonate (6 ml) were added successively. Solid soidum hydrogen carbonate was added until pH 7 was obtained. The phases wer... Reactants: C1(=CC=CC=C1)NC(CC)=O (N-phenylpropionamide), N1=CC=CC=C1 (pyridine), P(=O)(Cl)(Cl)Cl (Phosphorus oxychloride). The solvent is ClCCl (dichloromethane). Run at temperature 0 celsius, time 2 hour. Yields the product C1(=CC=CC=C1)N=C(CC)Cl (N-phenylpropionimidoylchloride). RXN SMILES: [C:1]1([NH:7][C:8](=O)[CH2:9][CH3:10])[CH:6]=[CH:5][CH:4]=[CH:3][CH:2]=1.N1C=CC=CC=1.P(Cl)(Cl)([Cl:20])=O>ClCCl>[C:1]1([N:7]=[C:8]([Cl:20])[CH2:9][CH3:10])[CH:6]=[CH:5][CH:4]=[CH:3][CH:2]=1. Procedure details: N-phenylpropionamide(149.2 g, 1.0 mol) and pyridine(261.0 g, 3.3 mol) were dissolved in dichloromethane(300 g), and the mixture was cooled to 0° C. Phosphorus oxychloride(168.7 g, 1.1 mol) was added dropwise thereto for 2 hours, and then the mixture was stirred at room temperature (20° C.) for 2 hours to produce N-phenylpropionimidoylchloride.